Dataset: the Open Reaction Database (ORD), a public repository of structured organic reaction records. Task: describe an organic reaction: reactants, conditions, products, and yield The reactants are [OH-].[Na+] (sodium hydroxide), [Si](C)(C)(C(C)(C)C)OC[C@@H](C)NC1=NC(=NC(=C1C=O)Cl)SCC1=C(C(=CC=C1)F)F (4-[((1R)-2-{[tert-butyl(dimethyl)silyl]oxy}-1-methylethyl)amino]-6-chloro-2-[(2,3-difluorobenzyl)thio]pyrimidine-5-carbaldehyde), C(C=C)O (allyl alcohol), [OH-].[Na+] (sodium hydroxide). The reagents and catalysts are [Cl-].C(C1=CC=CC=C1)[N+](CC)(CC)CC (benzyltriethylammonium chloride). Solvent: C1(=CC=CC=C1)C (toluene). The product is C(C=C)OC1=NC(=NC(=C1C=O)N[C@@H](CO[Si](C)(C)C(C)(C)C)C)SCC1=C(C(=CC=C1)F)F (4-(allyloxy)-6-[((1R)-2-{[tert-butyl(dimethyl)silyl]oxy}-1-methylethyl)amino]-2-[(2,3-difluorobenzyl)thio]pyrimidine-5-carbaldehyde). Reaction SMILES: [Si:1]([O:8][CH2:9][C@H:10]([NH:12][C:13]1[C:18]([CH:19]=[O:20])=[C:17](Cl)[N:16]=[C:15]([S:22][CH2:23][C:24]2[CH:29]=[CH:28][CH:27]=[C:26]([F:30])[C:25]=2[F:31])[N:14]=1)[CH3:11])([C:4]([CH3:7])([CH3:6])[CH3:5])([CH3:3])[CH3:2].[CH2:32]([OH:35])[CH:33]=[CH2:34].[OH-].[Na+]>C1(C)C=CC=CC=1.[Cl-].C([N+](CC)(CC)CC)C1C=CC=CC=1>[CH2:32]([O:35][C:17]1[C:18]([CH:19]=[O:20])=[C:13]([NH:12][C@H:10]([CH3:11])[CH2:9][O:8][Si:1]([C:4]([CH3:7])([CH3:6])[CH3:5])([CH3:3])[CH3:2])[N:14]=[C:15]([S:22][CH2:23][C:24]2[CH:29]=[CH:28][CH:27]=[C:26]([F:30])[C:25]=2[F:31])[N:16]=1)[CH:33]=[CH2:34] |f:2.3,5.6|. Procedure details: To the subtitle product of step ii) (1.0 g) in toluene was added allyl alcohol (0.23 g), sodium hydroxide (0.16 g) and benzyltriethylammonium chloride (10 mg). The mixture was stirred at room temperature for 2 h before sodium hydroxide solution (10 ml, 1M) was added the organics extracted with EtOAc (2×50 ml). The combined organics were washed with brine (20 ml) and dried (MgSO4). The solid was filtered and the filtrate evaporated to dryness to yield the subtitle compound as a white solid. Yield...